This data is from the Open Reaction Database (ORD), a public repository of structured organic reaction records. The task is: describe an organic reaction: reactants, conditions, products, and yield Reactants: C([O-])([O-])=O.[K+].[K+] (Potassium carbonate), C(C)OC1=CC=C(\C=C/2\C(NC(S2)=O)=O)C=C1 ((Z)-5-(4-ethoxybenzylidene)thiazolidine-2,4-dione), BrCCC (1-bromopropane). Run in CN(C)C=O (DMF), CN(C)C=O (DMF). Conditions: time 20 minute. The product is C(C)OC1=CC=C(\C=C/2\C(N(C(S2)=O)CCC)=O)C=C1 ((Z)-5-(4-ethoxybenzylidene)-3-propylthiazolidine-2,4-dione). As a reaction SMILES: C(=O)([O-])[O-].[K+].[K+].[CH2:7]([O:9][C:10]1[CH:23]=[CH:22][C:13](/[CH:14]=[C:15]2/[C:16](=[O:21])[NH:17][C:18](=[O:20])[S:19]/2)=[CH:12][CH:11]=1)[CH3:8].Br[CH2:25][CH2:26][CH3:27]>CN(C=O)C>[CH2:7]([O:9][C:10]1[CH:23]=[CH:22][C:13](/[CH:14]=[C:15]2/[C:16](=[O:21])[N:17]([CH2:25][CH2:26][CH3:27])[C:18](=[O:20])[S:19]/2)=[CH:12][CH:11]=1)[CH3:8] |f:0.1.2|. Reported procedure: Potassium carbonate (93 mg, 0.60 mmol) was added to a solution of compound 2 (75 mg, 0.30 mmol) in 3 mL of anhydrous DMF at 0° C. After stifling of the reaction mixture for 20 min, a solution of 1-bromopropane (30 μL, 0.33 mmol) in 1 mL of anhydrous DMF was added and then the reaction mixture was stirred at room temperature overnight. The reaction was quenched by adding water and extracted with ethyl acetate. The ethyl acetate layer was washed with water (4×20 mL) and dried over anhydrous Na2SO4... Starting materials: NC1=C(C(=O)O)C=C(C=C1)Cl (2-amino-5-chlorobenzoic acid), CN(C)C=O (DMF), O1CCOCC1 (dioxane), BrCC(=O)Br (Bromoacetyl bromide). Solvent: O (water). Run at time 8 hour. The product is ClC=1C=CC(=C(C(=O)O)C1)NC(CBr)=O (5-Chloro-2-(bromoacetamido)benzoic Acid). Yield: 66.7%. As a reaction SMILES: [NH2:1][C:2]1[CH:10]=[CH:9][C:8]([Cl:11])=[CH:7][C:3]=1[C:4]([OH:6])=[O:5].CN(C=O)C.O1CCOCC1.[Br:23][CH2:24][C:25](Br)=[O:26]>O>[Cl:11][C:8]1[CH:9]=[CH:10][C:2]([NH:1][C:25](=[O:26])[CH2:24][Br:23])=[C:3]([CH:7]=1)[C:4]([OH:6])=[O:5]. Procedure: A solution of 2-amino-5-chlorobenzoic acid (10 g, 0.06 mol), anhydrous DMF (30 mL) and dioxane (30 mL) was cooled to 0° C. in a 250 mL 3-necked flask, fitted with a magnetic stirrer, thermometer and additional funnel. Bromoacetyl bromide (11.8 g, 5 mL, 100 mol %) was added dropwise over a 20 min period, keeping the internal temperature between 0° C to 1° C. After the addition was completed, the solution was allowed to warm to room temperature and stirring was continued overnight at rt. The react...